From a dataset of the Open Reaction Database (ORD), a public repository of structured organic reaction records. describe an organic reaction: reactants, conditions, products, and yield Reactants: P(=O)(OCC(COCCCCCCCCCCCCCCCC)OC1=NOC(=C1)C1=CC=CC=C1)(OCCBr)[O-] ((2RS)-3-hexadecyloxy-2-(5-phenyl-3-isoxazolyloxy)propyl 2-bromoethyl phosphate), N1=CC=CC=C1 (pyridine). The product is P(=O)(OCC(COCCCCCCCCCCCCCCCC)OC1=NOC(=C1)C1=CC=CC=C1)(OCC[N+]1=CC=CC=C1)[O-] ((2RS)-3-Hexadecyloxy-2-(5-phenyl-3-isoxazolyloxy)propyl 2-pyridinioethyl phosphate). Reaction SMILES: [P:1]([O-:40])([O:36][CH2:37][CH2:38]Br)([O:3][CH2:4][CH:5]([O:24][C:25]1[CH:29]=[C:28]([C:30]2[CH:35]=[CH:34][CH:33]=[CH:32][CH:31]=2)[O:27][N:26]=1)[CH2:6][O:7][CH2:8][CH2:9][CH2:10][CH2:11][CH2:12][CH2:13][CH2:14][CH2:15][CH2:16][CH2:17][CH2:18][CH2:19][CH2:20][CH2:21][CH2:22][CH3:23])=[O:2].[N:41]1[CH:46]=[CH:45][CH:44]=[CH:43][CH:42]=1>>[P:1]([O-:40])([O:36][CH2:37][CH2:38][N+:41]1[CH:46]=[CH:45][CH:44]=[CH:43][CH:42]=1)([O:3][CH2:4][CH:5]([O:24][C:25]1[CH:29]=[C:28]([C:30]2[CH:35]=[CH:34][CH:33]=[CH:32][CH:31]=2)[O:27][N:26]=1)[CH2:6][O:7][CH2:8][CH2:9][CH2:10][CH2:11][CH2:12][CH2:13][CH2:14][CH2:15][CH2:16][CH2:17][CH2:18][CH2:19][CH2:20][CH2:21][CH2:22][CH3:23])=[O:2]. Procedure: 0.875 g of the crude (2RS)-3-hexadecyloxy-2-(5-phenyl-3-isoxazolyloxy)propyl 2-bromoethyl phosphate obtained as described in the first part of Example 7 was reacted with pyridine in a similar manner to that described in Example 3 to afford 0.507 g of the title compound as a colorless oil. The reactants are COC(C1=C(C=C(C=C1)[N+](=O)[O-])N(CCNC(C(F)(F)F)=O)CC)=O (2-{ethyl-[2-(2,2,2-trifluoro-acetylamino)-ethyl]-amino}-4-nitro-benzoic acid methyl ester), CO (methanol), C[O-].[Na+] (sodium methoxide), C[O-].[Na+] (sodium methoxide). The product is C(C)N1CCNC(C2=C1C=C(C=C2)[N+](=O)[O-])=O (1-ethyl-8-nitro-1,2,3,4-tetrahydro-benzo[e][1,4]diazepin-5-one). Yield: 72.1%. Reaction SMILES: COC(=O)[C:4]1[CH:9]=[CH:8][C:7]([N+:10]([O-:12])=[O:11])=[CH:6][C:5]=1[N:13]([CH2:23][CH3:24])[CH2:14][CH2:15][NH:16][C:17](=[O:22])C(F)(F)F.CO.C[O-].[Na+]>>[CH2:23]([N:13]1[C:5]2[CH:6]=[C:7]([N+:10]([O-:12])=[O:11])[CH:8]=[CH:9][C:4]=2[C:17](=[O:22])[NH:16][CH2:15][CH2:14]1)[CH3:24] |f:2.3|. Procedure details: Into a round bottom flask, 2-{ethyl-[2-(2,2,2-trifluoro-acetylamino)-ethyl]-amino}-4-nitro-benzoic acid methyl ester (4.80 g, 13.2 mmol), methanol (60.0 mL, 1480 mmol) and sodium methoxide (0.86 g, 16 mmol) were added. The reaction was heated to 50 degree for 18 hours. TLC suggested 50% conversion. sodium methoxide (0.86 g, 16 mmoles) was added. The reaction was heated to reflux for 4 hours. The reaction was partitioned with water and DCM. The organic was separated, washed with Brine, and dried ... Starting materials: 14.1, ClC=1C=C(C=C(C1O)Cl)C(NO)=N (3,5-dichloro-N,4-dihydroxybenzenecarboximidamide), C(CC)(=O)Cl (propanoylchloride). Run in N1=CC=CC=C1 (pyridine). Conditions: time 4 hour. Yields the product ClC1=C(C(=CC(=C1)C1=NOC(=N1)CC)Cl)O (2,6-dichloro-4-(5-ethyl-1,2,4-oxadiazol-3-yl)phenol). Yield: 25.6%. RXN SMILES: [Cl:1][C:2]1[CH:3]=[C:4]([C:10](=[NH:13])[NH:11][OH:12])[CH:5]=[C:6]([Cl:9])[C:7]=1[OH:8].[C:14](Cl)(=O)[CH2:15][CH3:16]>N1C=CC=CC=1>[Cl:1][C:2]1[CH:3]=[C:4]([C:10]2[N:13]=[C:14]([CH2:15][CH3:16])[O:12][N:11]=2)[CH:5]=[C:6]([Cl:9])[C:7]=1[OH:8]. Procedure: A mixture of 14.1 parts of 3,5-dichloro-N,4-dihydroxybenzenecarboximidamide, 6.5 parts of propanoylchloride and 98 parts of pyridine was stirred for 4 hours at reflux temperature. The reaction mixture was concentrated and the residue was partitioned between water and dichloromethane. The organic layer was separated and washed successively with water (2×) and NaCl (dil.). The combined aqueous layers were washed with dichloromethane and then filtered over diatomaceous earth. After acidifying with ... Starting materials: ClC1=NC=CC(=C1)C(=O)NC=1SC(=C(N1)C=1OC=CC1)N1CCOCC1 (2-Chloro-N-[4-(2-furyl)-5-morpholinothiazol-2-yl]pyridine-4-carboxamide), N1CCOCC1 (morpholine). Run in CN1CCCC1=O (NMP). Conditions: temperature 150 celsius, time 8 hour. The product is O1C(=CC=C1)C=1N=C(SC1N1CCOCC1)NC(=O)C1=CC(=NC=C1)N1CCOCC1 (N-[4-(2-Furyl)-5-morpholinothiazol-2-yl]-2-morpholinopyridine-4-carboxamide). Yield: 26.7%. As a reaction SMILES: Cl[C:2]1[CH:7]=[C:6]([C:8]([NH:10][C:11]2[S:12][C:13]([N:21]3[CH2:26][CH2:25][O:24][CH2:23][CH2:22]3)=[C:14]([C:16]3[O:17][CH:18]=[CH:19][CH:20]=3)[N:15]=2)=[O:9])[CH:5]=[CH:4][N:3]=1.[NH:27]1[CH2:32][CH2:31][O:30][CH2:29][CH2:28]1>CN1C(=O)CCC1>[O:17]1[CH:18]=[CH:19][CH:20]=[C:16]1[C:14]1[N:15]=[C:11]([NH:10][C:8]([C:6]2[CH:5]=[CH:4][N:3]=[C:2]([N:27]3[CH2:32][CH2:31][O:30][CH2:29][CH2:28]3)[CH:7]=2)=[O:9])[S:12][C:13]=1[N:21]1[CH2:26][CH2:25][O:24][CH2:23][CH2:22]1. Reported procedure: Compound 39 (391 mg, 1.00 mmol) was dissolved in NMP (10 mL), morpholine (1.05 mL, 12.0 mmol) was added thereto, followed by stirring at 150° C. for 8 hours. The reaction mixture was purified through silica gel column chromatography (hexane:ethyl acetate=2:1 to 1:3) to afford the entitled Compound 40 (118 mg, 27%). Reaction conditions: temperature 130 celsius. Yields the product IC1=CC=C(C=C1)N1N=CC(=C1)C (1-(4-iodophenyl)-4-methyl-1H-pyrazole). Reaction SMILES: I[C:2]1[CH:7]=[CH:6][C:5]([I:8])=[CH:4][CH:3]=1.[CH3:9][C:10]1[CH:11]=[N:12][NH:13][CH:14]=1.OC1C=CC=C2C=1N=CC=C2.C([O-])([O-])=O.[K+].[K+]>CS(C)=O.[Cu]I.CCOC(C)=O.O>[I:8][C:5]1[CH:6]=[CH:7][C:2]([N:12]2[CH:11]=[C:10]([CH3:9])[CH:14]=[N:13]2)=[CH:3][CH:4]=1 |f:3.4.5|. The reagents and catalysts are [Cu]I (CuI). Yield: 49.5%. Starting materials: IC1=CC=C(C=C1)I (1,4-diiodobenzene), CC=1C=NNC1 (4-methylpyrazole), OC=1C=CC=C2C=CC=NC12 (8-hydroxyquinoline), C(=O)([O-])[O-].[K+].[K+] (K2CO3). Solvent: CS(=O)C (DMSO), CCOC(=O)C (EtOAc), O (Water). Reported procedure: A mixture of 1,4-diiodobenzene (4.00 g, 12.1 mmol), 4-methylpyrazole (0.972 g, 12.1 mmol), 8-hydroxyquinoline (0.176 g, 1.21 mmol) and K2CO3 (1.69 g, 12.2 mmol) in DMSO (12 mL) was degassed before being charged with CuI (0.310 g, 1.63 mmol). The mixture in a sealed tube was heated at 130° C. overnight. Water and EtOAc were added. The mixture was filtered. The organic layer was separated, then applied to a silica gel column, which was eluted with hexane, then with 5% EtOAc in hexane to give 1-(4-... Starting materials: 231, BrC(C)NC(=O)Br (1-bromoethylcarbamic acid bromide), CC1=CCC2CC1C2(C)C (α-pinene). Product: 14.6, BrC(C)N=C=O (1-bromoethyl isocyanate), C(=C)N=C=O (vinyl isocyanate). The yield is 89.0%. Reaction SMILES: [Br:1][CH:2]([NH:4][C:5](Br)=[O:6])[CH3:3].CC1C2C(C)(C)C(C2)CC=1>>[Br:1][CH:2]([N:4]=[C:5]=[O:6])[CH3:3].[CH:2]([N:4]=[C:5]=[O:6])=[CH2:3]. Reported procedure: A mixture of 231 parts of 1-bromoethylcarbamic acid bromide and 475 parts of α-pinene is heated at from 23° to 120° C. in the course of 1.5 hours, whilst stirring, and the reaction mixture is then subjected to fractional distillation. A total of 14.6 parts (10% of theory) of 1-bromoethyl isocyanate of freezing point -27.5° C. (decomposition) and 61.5 parts (89% of theory) of vinyl isocyanate of boiling point 38.5° C./1013 mbar is obtained.